This data is from the Open Reaction Database (ORD), a public repository of structured organic reaction records. The task is: describe an organic reaction: reactants, conditions, products, and yield Reactants: NC1=NC=C(C=C1OCC1=C(C=CC=C1F)Cl)Cl (2-amino-3-(2-chloro-6-fluorobenzyloxy)-5-chloropyridine), ClC1=CC=C(C=C1)N=C=S (4-chlorophenyl isothiocyanate), C1(=CC=CC=C1)C (toluene). Procedure: A mixture of 2-amino-3-(2-chloro-6-fluorobenzyloxy)-5-chloropyridine (0.82 g, 0.0028 mol), 4-chlorophenyl isothiocyanate (0.56 g, 0.0033 mol) and toluene (10 ml) was heated under reflux for 16 hours, then cooled and diluted with ether to induce crystallisation of the product, which was triturated with ethanol. Yield 0.68 g (54%), m.p. 158°-160 ° C. RXN SMILES: [NH2:1][C:2]1[C:7]([O:8][CH2:9][C:10]2[C:15]([F:16])=[CH:14][CH:13]=[CH:12][C:11]=2[Cl:17])=[CH:6][C:5]([Cl:18])=[CH:4][N:3]=1.[Cl:19][C:20]1[CH:25]=[CH:24][C:23]([N:26]=[C:27]=[S:28])=[CH:22][CH:21]=1.C1(C)C=CC=CC=1>CCOCC>[Cl:17][C:11]1[CH:12]=[CH:13][CH:14]=[C:15]([F:16])[C:10]=1[CH2:9][O:8][C:7]1[C:2]([NH:1][C:27]([NH:26][C:23]2[CH:24]=[CH:25][C:20]([Cl:19])=[CH:21][CH:22]=2)=[S:28])=[N:3][CH:4]=[C:5]([Cl:18])[CH:6]=1. The product is ClC1=C(COC=2C(=NC=C(C2)Cl)NC(=S)NC2=CC=C(C=C2)Cl)C(=CC=C1)F (N-[3-(2-Chloro-6-fluorobenzyloxy)-5-chloropyrid-2-yl]-N'-(4chlorophenyl)thiourea). Run in CCOCC (ether).